Dataset: the Open Reaction Database (ORD), a public repository of structured organic reaction records. Task: describe an organic reaction: reactants, conditions, products, and yield Starting materials: Cl.Cl.CC1=C(C=C(C=C1)C)NC1CCNCC1 ((2,5-dimethyl-phenyl)-piperidin-4-yl-amine dihydrochloride), C1(=CC=C(C=C1)NC(CC(=O)O)=O)C1=CC=CC=C1 (N-biphenyl-4-yl-malonamic acid), CCN(C(C)C)C(C)C (DIPEA), C=1C=CC2=C(C1)N=NN2O (HOBt), CCN=C=NCCCN(C)C.Cl (EDCI.HCl). Run in CN(C)C=O (DMF), O (water). Run at time 8 hour. The product is C1(=CC=C(C=C1)NC(CC(=O)N1CCC(CC1)NC1=C(C=CC(=C1)C)C)=O)C1=CC=CC=C1 (N-biphenyl-4-yl-3-[4-(2,5-dimethyl-phenylamino)-piperidin-1-yl]-3-oxo-propionamide). Isolated yield 14.5%. As a reaction SMILES: [C:1]1([C:14]2[CH:19]=[CH:18][CH:17]=[CH:16][CH:15]=2)[CH:6]=[CH:5][C:4]([NH:7][C:8](=[O:13])[CH2:9][C:10]([OH:12])=O)=[CH:3][CH:2]=1.CCN(C(C)C)C(C)C.C1C=CC2N(O)N=NC=2C=1.CCN=C=NCCCN(C)C.Cl.Cl.Cl.[CH3:53][C:54]1[CH:59]=[CH:58][C:57]([CH3:60])=[CH:56][C:55]=1[NH:61][CH:62]1[CH2:67][CH2:66][NH:65][CH2:64][CH2:63]1>CN(C=O)C.O>[C:1]1([C:14]2[CH:19]=[CH:18][CH:17]=[CH:16][CH:15]=2)[CH:2]=[CH:3][C:4]([NH:7][C:8](=[O:13])[CH2:9][C:10]([N:65]2[CH2:66][CH2:67][CH:62]([NH:61][C:55]3[CH:56]=[C:57]([CH3:60])[CH:58]=[CH:59][C:54]=3[CH3:53])[CH2:63][CH2:64]2)=[O:12])=[CH:5][CH:6]=1 |f:3.4,5.6.7|. Reported procedure: To a stirred solution of N-biphenyl-4-yl-malonamic acid (0.101 g, 0.00039 mole) in DMF (1 mL) was added DIPEA (0.233 g, 0.0018 mole), HOBt (0.053 g, 0.00039 mole) and EDCI.HCl (0.138 g, 0.00072 μmole). After 2 minutes (2,5-dimethyl-phenyl)-piperidin-4-yl-amine dihydrochloride (0.101 g, 0.00039 mole) was added and the resulting mixture was stirred overnight. The reaction mixture was then diluted with cold water and the resulting precipitate was isolated by filtration. Purification by column chrom...